From a dataset of the Open Reaction Database (ORD), a public repository of structured organic reaction records. describe an organic reaction: reactants, conditions, products, and yield The reactants are FC1=C(N)C=CC(=C1)SC(C(F)F)(F)F (2-fluoro-4-(1,1,2,2-tetrafluoroethylthio)aniline), FC1=C(C(=O)N=C=O)C(=CC=C1)F (2,6-difluorobenzoyl isocyanate). Run in C1(=CC=CC=C1)C (toluene). Reaction conditions: time 30 minute. Product: FC1=C(C(=O)NC(=O)NC2=C(C=C(C=C2)SC(C(F)F)(F)F)F)C(=CC=C1)F (N-(2,6-difluorobenzoyl)-N'-[2-fluoro-4-(1,1,2,2-tetrafluoro-ethylthio)phenyl]urea). Yield: 85.6%. Reaction SMILES: [F:1][C:2]1[CH:8]=[C:7]([S:9][C:10]([F:15])([F:14])[CH:11]([F:13])[F:12])[CH:6]=[CH:5][C:3]=1[NH2:4].[F:16][C:17]1[CH:27]=[CH:26][CH:25]=[C:24]([F:28])[C:18]=1[C:19]([N:21]=[C:22]=[O:23])=[O:20]>C1(C)C=CC=CC=1>[F:16][C:17]1[CH:27]=[CH:26][CH:25]=[C:24]([F:28])[C:18]=1[C:19]([NH:21][C:22]([NH:4][C:3]1[CH:5]=[CH:6][C:7]([S:9][C:10]([F:15])([F:14])[CH:11]([F:12])[F:13])=[CH:8][C:2]=1[F:1])=[O:23])=[O:20]. Procedure details: In 20 ml of toluene was dissolved 1.0 g of 2-fluoro-4-(1,1,2,2-tetrafluoroethylthio)aniline, and 0.8 g of 2,6-difluorobenzoyl isocyanate was added dropwise to the solution at room temperature (20° to 25° C.). After the reaction was allowed to proceed at the same temperature for 30 minutes, the crystals, which separated out, were recovered by filtration and washed with toluene to give 1.5 g of N-(2,6-difluorobenzoyl)-N'-[2-fluoro-4-(1,1,2,2-tetrafluoro-ethylthio)phenyl]urea (Compound No. 1), m.p.... Starting materials: NCCO, CO, Cc1ccccc1, O=S(=O)(Nc1cccc(-c2nc(C3CCOCC3)sc2-c2ccnc(Cl)n2)c1F)c1ccoc1. The product is O=S(=O)(Nc1cccc(-c2nc(C3CCOCC3)sc2-c2ccnc(NCCO)n2)c1F)c1ccoc1. Reaction SMILES: [CH2:35]([OH:36])[CH2:37][NH2:38].[CH3:39][OH:40].[CH3:41][c:42]1[cH:43][cH:44][cH:45][cH:46][cH:47]1.[Cl:1][c:2]1[n:3][cH:4][cH:5][c:6](-[c:8]2[c:9](-[c:19]3[c:20]([F:34])[c:21]([NH:25][S:26](=[O:27])(=[O:28])[c:29]4[cH:30][o:31][cH:32][cH:33]4)[cH:22][cH:23][cH:24]3)[n:10][c:11]([CH:13]3[CH2:14][CH2:15][O:16][CH2:17][CH2:18]3)[s:12]2)[n:7]1>>[c:2]1([NH:38][CH2:37][CH2:35][OH:36])[n:3][cH:4][cH:5][c:6](-[c:8]2[c:9](-[c:19]3[c:20]([F:34])[c:21]([NH:25][S:26](=[O:27])(=[O:28])[c:29]4[cH:30][o:31][cH:32][cH:33]4)[cH:22][cH:23][cH:24]3)[n:10][c:11]([CH:13]3[CH2:14][CH2:15][O:16][CH2:17][CH2:18]3)[s:12]2)[n:7]1. Starting materials: COC(=O)Cc1ccccc1OCc1cc(OCCc2nc(-c3ccccc3)sc2C)no1, CO, Cl, [Na+], C1CCOC1, [OH-], O. Product: Cc1sc(-c2ccccc2)nc1CCOc1cc(COc2ccccc2CC(=O)O)on1. RXN SMILES: [CH3:1][c:2]1[c:3]([CH2:13][CH2:14][O:15][c:16]2[n:17][o:18][c:19]([CH2:21][O:22][c:23]3[c:24]([CH2:29][C:30](=[O:31])[O:32][CH3:33])[cH:25][cH:26][cH:27][cH:28]3)[cH:20]2)[n:4][c:5](-[c:7]2[cH:8][cH:9][cH:10][cH:11][cH:12]2)[s:6]1.[CH3:43][OH:44].[ClH:41].[Na+:40].[O:34]1[CH2:35][CH2:36][CH2:37][CH2:38]1.[OH-:39].[OH2:42]>>[CH3:1][c:2]1[c:3]([CH2:13][CH2:14][O:15][c:16]2[n:17][o:18][c:19]([CH2:21][O:22][c:23]3[c:24]([CH2:29][C:30](=[O:31])[OH:32])[cH:25][cH:26][cH:27][cH:28]3)[cH:20]2)[n:4][c:5](-[c:7]2[cH:8][cH:9][cH:10][cH:11][cH:12]2)[s:6]1. The reactants are O=C=Nc1ccccc1Cc1cccs1, N. Yields the product O=C1Nc2ccccc2Cc2sccc21. Reaction SMILES: [N:1](=[C:2]=[O:3])[c:4]1[c:5]([CH2:6][c:7]2[s:8][cH:9][cH:10][cH:11]2)[cH:12][cH:13][cH:14][cH:15]1.[NH3:16]>>[NH:1]1[C:2](=[O:3])[c:11]2[c:7]([s:8][cH:9][cH:10]2)[CH2:6][c:5]2[c:4]1[cH:15][cH:14][cH:13][cH:12]2. The reactants are BrC=1C=C2CCC(CC2=CC1)=O (6-bromo-2-tetralone), C(OC)(OC)OC (trimethyl orthoformate), C(CO)O (ethylene glycol). The reagents and catalysts are C1(=CC=C(C=C1)S(=O)(=O)O)C (p-toluenesulfonic acid). Run in ClCCl (dichloromethane). Run at time 18 hour. Yields the product C1COC2(CC3=CC=C(C=C3CC2)Br)O1 (6-bromo-2-tetralone ethylene ketal). The yield is 84.2%. As a reaction SMILES: [Br:1][C:2]1[CH:3]=[C:4]2[C:9](=[CH:10][CH:11]=1)[CH2:8][C:7](=[O:12])[CH2:6][CH2:5]2.C(OC)(OC)OC.[CH2:20](O)[CH2:21][OH:22]>ClCCl.C1(C)C=CC(S(O)(=O)=O)=CC=1>[CH2:21]1[O:22][C:7]2([CH2:6][CH2:5][C:4]3[C:9](=[CH:10][CH:11]=[C:2]([Br:1])[CH:3]=3)[CH2:8]2)[O:12][CH2:20]1. Reported procedure: A mixture of 6-bromo-2-tetralone (8.80 g, 39 mmol), trimethyl orthoformate (17.2 ml, 157 mmol), ethylene glycol (16.2 ml, 290 mmol) and p-toluenesulfonic acid (0.07 g, 0.37 mmol) in dry dichloromethane (200 ml) was stirred at room temperature for 18 h, then partitioned between saturated aqueous NaHCO3 (100 ml) and dichloromethane (2×50 ml). The combined organic extracts were dried (Na2SO4) then evaporated in vacuo to give an oil. Column chromatography on silica with 0-10% diethyl ether-hexane gr... Starting materials: C[Mg]Br (methyl magnesium bromide), methyl cuprate, ClC=1N=CN(C1)C1=C(C=C(C=C1)NC1=NN2C(C(CC(CC2)=O)C2=CC=C(C=C2)OC(F)(F)F)=N1)OC (2-(4-(4-chloro-1H-imidazol-1-yl)-3-methoxyphenylamino)-9-(4-(trifluoromethoxy)phenyl)-8,9-dihydro-5H-[1,2,4]triazolo[1,5-a]azepin-7(6H)-one). The reagents and catalysts are [Cu]I (copper (I) iodide). Run in C1CCOC1 (THF). Conditions: temperature 0 celsius, time 20 minute. Product: ClC=1N=CN(C1)C1=C(C=C(C=C1)NC1=NN2C([C@H](C[C@](CC2)(O)C)C2=CC=C(C=C2)OC(F)(F)F)=N1)OC (rel-(7R,9R)-2-(4-(4-chloro-1H-imidazol-1-yl)-3-methoxyphenylamino)-7-methyl-9-(4-(trifluoromethoxy)phenyl)-6,7,8,9-tetrahydro-5H-[1,2,4]triazolo[1,5-a]azepin-7-ol). The yield is 4.0%. RXN SMILES: [CH3:1][Mg]Br.[Cl:4][C:5]1[N:6]=[CH:7][N:8]([C:10]2[CH:15]=[CH:14][C:13]([NH:16][C:17]3[N:38]=[C:20]4[CH:21]([C:27]5[CH:32]=[CH:31][C:30]([O:33][C:34]([F:37])([F:36])[F:35])=[CH:29][CH:28]=5)[CH2:22][C:23](=[O:26])[CH2:24][CH2:25][N:19]4[N:18]=3)=[CH:12][C:11]=2[O:39][CH3:40])[CH:9]=1>C1COCC1.[Cu]I>[Cl:4][C:5]1[N:6]=[CH:7][N:8]([C:10]2[CH:15]=[CH:14][C:13]([NH:16][C:17]3[N:38]=[C:20]4[C@@H:21]([C:27]5[CH:28]=[CH:29][C:30]([O:33][C:34]([F:37])([F:36])[F:35])=[CH:31][CH:32]=5)[CH2:22][C@@:23]([CH3:1])([OH:26])[CH2:24][CH2:25][N:19]4[N:18]=3)=[CH:12][C:11]=2[O:39][CH3:40])[CH:9]=1. Reported procedure: A 25 mL round bottom flask was charged with copper (I) iodide (53.1 mg, 0.279 mmol) in THF (5 mL), and cooled to 0° C. A solution of methyl magnesium bromide (9.96 mL, 14.0 mmol) was added. The resulting mixture was stirred for 20 min. To the solution of methyl cuprate was added 2-(4-(4-chloro-1H-imidazol-1-yl)-3-methoxyphenylamino)-9-(4-(trifluoromethoxy)phenyl)-8,9-dihydro-5H-[1,2,4]triazolo[1,5-a]azepin-7(6H)-one (743 mg, 1.39 mmol) in THE (1 mL). The mixture was stirred at 0° C. for 2 h. The... The reactants are C(C)(C)(C)OC(=O)N1CCC2=C(CC1)C(=CC=C2)OS(=O)(=O)C(F)(F)F (3-tert-butoxycarbonyl-6-trifluoromethanesulfonyloxy-2,3,4,5-tetrahydro-1H-benzo[d]azepine), CC(C#C)(C)C (3,3-dimethyl-1-butyne). Yields the product C(C)(C)(C)OC(=O)N1CCC2=C(CC1)C(=CC=C2)C#CC(C)(C)C (3-tert-butoxycarbonyl-6-(3,3-dimethyl-but-1-ynyl)-2,3,4,5-tetrahydro-1H-benzo[d]azepine). Isolated yield 71.4%. RXN SMILES: [C:1]([O:5][C:6]([N:8]1[CH2:14][CH2:13][C:12]2[C:15](OS(C(F)(F)F)(=O)=O)=[CH:16][CH:17]=[CH:18][C:11]=2[CH2:10][CH2:9]1)=[O:7])([CH3:4])([CH3:3])[CH3:2].[CH3:27][C:28]([CH3:32])([CH3:31])[C:29]#[CH:30]>>[C:1]([O:5][C:6]([N:8]1[CH2:14][CH2:13][C:12]2[C:15]([C:30]#[C:29][C:28]([CH3:32])([CH3:31])[CH3:27])=[CH:16][CH:17]=[CH:18][C:11]=2[CH2:10][CH2:9]1)=[O:7])([CH3:4])([CH3:3])[CH3:2]. Procedure details: Use a method similar to the General Procedure 3 to couple 3-tert-butoxycarbonyl-6-trifluoromethanesulfonyloxy-2,3,4,5-tetrahydro-1H-benzo[d]azepine (0.5 g, 1.3 mmol) with 3,3-dimethyl-1-butyne (0.311 mL, 2.5 mmol). Purify by chromatography on silica gel eluting with hexane/EtOAc (10:1) to give 3-tert-butoxycarbonyl-6-(3,3-dimethyl-but-1-ynyl)-2,3,4,5-tetrahydro-1H-benzo[d]azepine as a yellow oil (304 mg, 74%). Reactants: CN1N=C2C=CC3=C(C2=C1)[C@@H](CC3)CCNC(C)=O (N-{2-[(8S)-2-methyl-2,6,7,8-tetrahydrocyclopenta[e]indazol-8-yl]ethyl}acetamide), BrN1C(CCC1=O)=O (N-bromosuccinimide). Run in C(C)#N (acetonitrile). Reaction conditions: time 15 minute. Yields the product BrC=1N(N=C2C=CC3=C(C12)[C@@H](CC3)CCNC(C)=O)C (N-{2-[(8S)-1-bromo-2-methyl-2,6,7,8-tetrahydrocyclopenta[e]indazol-8-yl]ethyl}acetamide). Isolated yield 92.4%. RXN SMILES: [CH3:1][N:2]1[CH:10]=[C:9]2[C:4]([CH:5]=[CH:6][C:7]3[CH2:13][CH2:12][C@@H:11]([CH2:14][CH2:15][NH:16][C:17](=[O:19])[CH3:18])[C:8]=32)=[N:3]1.[Br:20]N1C(=O)CCC1=O>C(#N)C>[Br:20][C:10]1[N:2]([CH3:1])[N:3]=[C:4]2[C:9]=1[C:8]1[C@H:11]([CH2:14][CH2:15][NH:16][C:17](=[O:19])[CH3:18])[CH2:12][CH2:13][C:7]=1[CH:6]=[CH:5]2. Reported procedure: To a solution of N-{2-[(8S)-2-methyl-2,6,7,8-tetrahydrocyclopenta[e]indazol-8-yl]ethyl}acetamide (50 mg, 0.194 mmol) in acetonitrile (2.0 mL) was added N-bromosuccinimide (34.6 mg, 0.194 mmol), and the mixture was stirred at room temperature for 15 min. The solvent was evaporated under reduced pressure, and the residue was purified by silica gel column chromatography (methanol/ethyl acetate=0/100→5/95) to give the title compound (60.3 mg, yield 92%). Starting materials: OC1=C2N(C(=NC1=O)CC1(CCCC1)C1=CC=CC3=CC=CC=C13)CCNC2=O (9-hydroxy-6-(1-naphthalen-1-yl-cyclopentylmethyl)-3,4-dihydro-2H-pyrazino[1,2-c]pyrimidine-1,8-dione), C(C1=CC=CC=C1)OC1=C2N(C(=NC1=O)CC1(CCCC1)C1=CC=CC3=CC=CC=C13)CCN(C2=O)C(C)C (9-(benzyloxy)-2-isopropyl-6-((1-(naphthalen-1-yl)cyclopentyl)methyl)-3,4-dihydro-1H-pyrazino[1,2-c]pyrimidine-1,8(2H)-dione). Product: OC1=C2N(C(=NC1=O)CC1(CCCC1)C1=CC=CC3=CC=CC=C13)CCN(C2=O)C(C)C (9-Hydroxy-2-isopropyl-6-((1-(naphthalen-1-yl)cyclopentyl)methyl)-3,4-dihydro-1H-pyrazino[1,2-c]pyrimidine-1,8(2H)-dione). RXN SMILES: OC1C(=O)N=C(CC2(C3C4C(=CC=CC=4)C=CC=3)CCCC2)N2CCNC(=O)C=12.C([O:37][C:38]1[C:43](=[O:44])[N:42]=[C:41]([CH2:45][C:46]2([C:51]3[C:60]4[C:55](=[CH:56][CH:57]=[CH:58][CH:59]=4)[CH:54]=[CH:53][CH:52]=3)[CH2:50][CH2:49][CH2:48][CH2:47]2)[N:40]2[CH2:61][CH2:62][N:63]([CH:66]([CH3:68])[CH3:67])[C:64](=[O:65])[C:39]=12)C1C=CC=CC=1>>[OH:37][C:38]1[C:43](=[O:44])[N:42]=[C:41]([CH2:45][C:46]2([C:51]3[C:60]4[C:55](=[CH:56][CH:57]=[CH:58][CH:59]=4)[CH:54]=[CH:53][CH:52]=3)[CH2:50][CH2:49][CH2:48][CH2:47]2)[N:40]2[CH2:61][CH2:62][N:63]([CH:66]([CH3:68])[CH3:67])[C:64](=[O:65])[C:39]=12. Procedure: This compound was prepared following the same method as described for pure 9-hydroxy-6-(1-naphthalen-1-yl-cyclopentylmethyl)-3,4-dihydro-2H-pyrazino[1,2-c]pyrimidine-1,8-dione (349) from 9-(benzyloxy)-2-isopropyl-6-((1-(naphthalen-1-yl)cyclopentyl)methyl)-3,4-dihydro-1H-pyrazino[1,2-c]pyrimidine-1,8(2H)-dione (512).